From a dataset of the Open Reaction Database (ORD), a public repository of structured organic reaction records. describe an organic reaction: reactants, conditions, products, and yield Starting materials: C(C)(=O)OCCN(S(=O)(=O)C=1C=2C=CN=CC2C=CC1)C(CN1CCN(CC1)C(=O)OCC1=CC=CC=C1)CC1=CC=C(C=C1)OC (N-(2-Acetoxyethyl)-N-[2-(4-benzyloxycarbonylpiperazinyl)-1-(p-methoxybenzyl)ethyl]-5-isoquinolinesulfonamide), [OH-].[Na+] (sodium hydroxide). Run in CO (methanol), O1CCCC1 (tetrahydrofuran), O (water). Reaction conditions: time 2 hour. Product: C(C1=CC=CC=C1)OC(=O)N1CCN(CC1)CC(CC1=CC=C(C=C1)OC)N(S(=O)(=O)C=1C=2C=CN=CC2C=CC1)CCO (N-[2-(4-Benzyloxycarbonylpiperazinyl)-1-(p-methoxybenzyl)ethyl}-N-(2-hydroxyethyl)-5-isoquinolinesulfonamide). Isolated yield 71.7%. As a reaction SMILES: C([O:4][CH2:5][CH2:6][N:7]([CH:21]([CH2:39][C:40]1[CH:45]=[CH:44][C:43]([O:46][CH3:47])=[CH:42][CH:41]=1)[CH2:22][N:23]1[CH2:28][CH2:27][N:26]([C:29]([O:31][CH2:32][C:33]2[CH:38]=[CH:37][CH:36]=[CH:35][CH:34]=2)=[O:30])[CH2:25][CH2:24]1)[S:8]([C:11]1[C:12]2[CH:13]=[CH:14][N:15]=[CH:16][C:17]=2[CH:18]=[CH:19][CH:20]=1)(=[O:10])=[O:9])(=O)C.[OH-].[Na+]>CO.O1CCCC1.O>[CH2:32]([O:31][C:29]([N:26]1[CH2:25][CH2:24][N:23]([CH2:22][CH:21]([N:7]([CH2:6][CH2:5][OH:4])[S:8]([C:11]2[C:12]3[CH:13]=[CH:14][N:15]=[CH:16][C:17]=3[CH:18]=[CH:19][CH:20]=2)(=[O:9])=[O:10])[CH2:39][C:40]2[CH:45]=[CH:44][C:43]([O:46][CH3:47])=[CH:42][CH:41]=2)[CH2:28][CH2:27]1)=[O:30])[C:33]1[CH:34]=[CH:35][CH:36]=[CH:37][CH:38]=1 |f:1.2|. Procedure: 600 mg of the amorphous compound obtained in Example 138 was dissolved in 6 ml of methanol and 3 ml of tetrahydrofuran, to the solution was added 6 ml of 1N sodium hydroxide aqueous solution, and the mixture was stirred at a room temperature for 2 hours. The reaction mixture was diluted with water and extracted twice with 50 ml of chloroform, and the extract was washed with saturated sodium chloride aqueous solution, dried over magnesium sulfate and evaporated to remove the solvent under a reduc...